This data is from the Open Reaction Database (ORD), a public repository of structured organic reaction records. The task is: describe an organic reaction: reactants, conditions, products, and yield Starting materials: C(C)(=O)C=1C=C2C(=C(NC2=CC1)[Si](CC)(CC)CC)CCNC(C1=CC=C(C=C1)CC1=CC(=CC=C1)F)=O (N-(2-(5-Acetyl-2-(triethylsilyl)-1H-indol-3-yl)ethyl)-4-(3-fluorobenzyl)benzamide). Run in FC(C(=O)O)(F)F (trifluoroacetic acid). Conditions: time 3 hour. Product: C(C)(=O)C=1C=C2C(=CNC2=CC1)CCNC(C1=CC=C(C=C1)CC1=CC(=CC=C1)F)=O (N-(2-(5-Acetyl-1H-indol-3-yl)ethyl)-4-(3-fluorobenzyl)benzamide). The yield is 44.3%. Reaction SMILES: [C:1]([C:4]1[CH:5]=[C:6]2[C:10](=[CH:11][CH:12]=1)[NH:9][C:8]([Si](CC)(CC)CC)=[C:7]2[CH2:20][CH2:21][NH:22][C:23](=[O:38])[C:24]1[CH:29]=[CH:28][C:27]([CH2:30][C:31]2[CH:36]=[CH:35][CH:34]=[C:33]([F:37])[CH:32]=2)=[CH:26][CH:25]=1)(=[O:3])[CH3:2]>FC(F)(F)C(O)=O>[C:1]([C:4]1[CH:5]=[C:6]2[C:10](=[CH:11][CH:12]=1)[NH:9][CH:8]=[C:7]2[CH2:20][CH2:21][NH:22][C:23](=[O:38])[C:24]1[CH:29]=[CH:28][C:27]([CH2:30][C:31]2[CH:36]=[CH:35][CH:34]=[C:33]([F:37])[CH:32]=2)=[CH:26][CH:25]=1)(=[O:3])[CH3:2]. Procedure: N-(2-(5-Acetyl-2-(triethylsilyl)-1H-indol-3-yl)ethyl)-4-(3-fluorobenzyl)benzamide (0.043 g; 0.109 mmol) was dissolved in trifluoroacetic acid (3 mL) and stirred at room temperature for 3 hours. The solution was concentrated under reduced pressure and the crude material was purified by flash chromatography on silica gel (eluent 20 to 100% ethyl acetate in heptane) to afford 0.020 g (58%) of the title compound as a yellow foam. The reactants are CN=C=O (Methyl isocyanate), ClC=1C=C(C=CC1OCC1=NC=CC=C1)NC1=NC=NC2=CC=CC(=C12)OCCNC (N-[3-chloro-4-(pyridin-2-ylmethoxy)phenyl]-5-[2-(methylamino)ethoxy]quinazolin-4-amine), C(Cl)Cl (DCM). Run at time 2 hour. The product is ClC=1C=C(C=CC1OCC1=NC=CC=C1)NC1=NC=NC2=CC=CC(=C12)OCCN(C(=O)NC)C (N-{2-[(4-{[3-Chloro-4-(pyridin-2-ylmethoxy)phenyl]amino}quinazolin-5-yl)oxy]ethyl}-N,N′-dimethylurea). Yield: 83.0%. Reaction SMILES: [CH3:1][N:2]=[C:3]=[O:4].Cl[C:6]1[CH:7]=[C:8]([NH:20][C:21]2[C:30]3[C:25](=[CH:26][CH:27]=[CH:28][C:29]=3[O:31][CH2:32][CH2:33][NH:34][CH3:35])[N:24]=[CH:23][N:22]=2)[CH:9]=C[C:11]=1[O:12][CH2:13][C:14]1[CH:19]=[CH:18][CH:17]=[CH:16][N:15]=1.[CH2:36]([Cl:38])Cl>>[Cl:38][C:36]1[CH:9]=[C:8]([NH:20][C:21]2[C:30]3[C:25](=[CH:26][CH:27]=[CH:28][C:29]=3[O:31][CH2:32][CH2:33][N:34]([CH3:35])[C:3]([NH:2][CH3:1])=[O:4])[N:24]=[CH:23][N:22]=2)[CH:7]=[CH:6][C:11]=1[O:12][CH2:13][C:14]1[CH:19]=[CH:18][CH:17]=[CH:16][N:15]=1. Reported procedure: Methyl isocyanate (0.035 ml) was added slowly to a stirred solution of N-[3-chloro-4-(pyridin-2-ylmethoxy)phenyl]-5-[2-(methylamino)ethoxy]quinazolin-4-amine (obtained as described in Example 1, preparation of starting materials, 217 mg) in DCM (10 ml). The resulting solution was stirred for 2 hours and then evaporated. The residue was triturated with acetonitrile and the resulting solid washed with ether to give the title compound as a solid (205 mg, 83%); NMR spectrum (DMSO-d6 @ 373K) 2.85 (s,...